Dataset: the Open Reaction Database (ORD), a public repository of structured organic reaction records. Task: describe an organic reaction: reactants, conditions, products, and yield Starting materials: O (water), ClCCl (dichloromethane), C(C=C)OC1(CCCCC1)CN1N=CC(=C1C)Br (1-((1-(allyloxy)cyclohexyl)methyl)-4-bromo-5-methyl-1H-pyrazole), N1=C(C=CC=C1C)C (2,6-lutidine), NaIO4. Reagents/catalysts: O=[Os](=O)(=O)=O (OsO4). The solvent is O1CCOCC1.O (dioxane water). Run at time 4 hour. The product is BrC=1C=NN(C1C)CC1(CCCCC1)OCC=O (2-(1-((4-bromo-5-methyl-1H-pyrazol-1-yl)methyl)cyclohexyloxy)acetaldehyde). As a reaction SMILES: [CH2:1]([O:4][C:5]1([CH2:11][N:12]2[C:16]([CH3:17])=[C:15]([Br:18])[CH:14]=[N:13]2)[CH2:10][CH2:9][CH2:8][CH2:7][CH2:6]1)[CH:2]=C.N1C(C)=CC=CC=1C.[OH2:27].ClCCl>O1CCOCC1.O.O=[Os](=O)(=O)=O>[Br:18][C:15]1[CH:14]=[N:13][N:12]([CH2:11][C:5]2([O:4][CH2:1][CH:2]=[O:27])[CH2:10][CH2:9][CH2:8][CH2:7][CH2:6]2)[C:16]=1[CH3:17] |f:4.5|. Procedure: To a solution of EXAMPLE 167B (3.13 g) in dioxane/water (3:1, 40 mL) was added 2,6-lutidine (2.5 mL), OsO4 (2.5% in tert-butanol, 2.75 mL), and NaIO4 (8.55 g) under argon. The reaction mixture was stirred at room temperature for 4 hours, then water (50 mL) and dichloromethane (200 mL) were added. The organic layer was separated, and the water phase was extracted by dichloromethane (3×200 mL). The combined organic layers were washed with brine (200 mL) and dried over Na2SO4. After filtration, the... Reactants: COCOC1=C(C(=CC=C1C)OCOC)C1(CC1)C#N (1-[2,6-bis(methoxymethoxy)-3-methyl-phenyl]cyclopropanecarbonitrile), COCOC1=C(C(=CC=C1C)OCOC)C1(CC1)C#N (1-[2,6-bis(methoxymethoxy)-3-methyl-phenyl]cyclopropanecarbonitrile), O (water), [H-].[Al+3].[Li+].[H-].[H-].[H-] (lithium aluminum hydride), C1CCOC1 (THF), [H-].[Na+] (sodium hydride), oil, ClCOC (chloro(methoxy)methane). The solvent is CO (Methanol). Reaction conditions: temperature 70 celsius, time 5 hour. Product: OCC1(CC1)C1=C(C(=CC=C1OCOC)C)O (2-[1-(hydroxymethyl)cyclopropyl]-3-(methoxymethoxy)-6-methyl-phenol). The yield is 72.9%. RXN SMILES: COC[O:4][C:5]1[C:10]([CH3:11])=[CH:9][CH:8]=[C:7]([O:12][CH2:13][O:14][CH3:15])[C:6]=1[C:16]1([C:19]#N)[CH2:18][CH2:17]1.O.ClC[O:24]C.[H-].[Na+].[H-].[Al+3].[Li+].[H-].[H-].[H-].C1COCC1>CO>[OH:24][CH2:19][C:16]1([C:6]2[C:7]([O:12][CH2:13][O:14][CH3:15])=[CH:8][CH:9]=[C:10]([CH3:11])[C:5]=2[OH:4])[CH2:17][CH2:18]1 |f:3.4,5.6.7.8.9.10|. Procedure details: To a solution of 1-[2,6-bis(methoxymethoxy)-3-methyl-phenyl]cyclopropanecarbonitrile (Intermediate 35, 26.2 g, 94.476 mmol) in Methanol (260 mL) hydrogen chloride 6N in water (31.5 ml, 188.95 mmol) was added and the reaction mixture was stirred for 5 hours at 70° C. Volatiles were removed under reduced pressure and the residue was suspended in Toluene (50 ml) and the solvent evaporated. Additional Toluene (50 ml) was added and then re-evaporated. The residue (yellow pale solid) was dissolved in ... Reactants: Cl.[N+](=O)([O-])C1=CC=C(C(=O)NCC(CN(CC2=CC=CC=C2)C(C)C)O)C=C1 (1-(4-nitro benzamido)-3-(N-benzyl isopropylamino)-2-propanol hydrochloride), [N+](=O)([O-])C1=CC=C(C(=O)Cl)C=C1 (4-nitro benzoyl chloride). Yields the product NCC(CN(CC1=CC=CC=C1)C(C)C)O (1-amino-3-(N-benzyl isopropylamino)-2-propanol). Yield: 71.0%. As a reaction SMILES: Cl.[N+](C1C=CC(C([NH:11][CH2:12][CH:13]([OH:26])[CH2:14][N:15]([CH:23]([CH3:25])[CH3:24])[CH2:16][C:17]2[CH:22]=[CH:21][CH:20]=[CH:19][CH:18]=2)=O)=CC=1)([O-])=O.[N+](C1C=CC(C(Cl)=O)=CC=1)([O-])=O>>[NH2:11][CH2:12][CH:13]([OH:26])[CH2:14][N:15]([CH:23]([CH3:24])[CH3:25])[CH2:16][C:17]1[CH:22]=[CH:21][CH:20]=[CH:19][CH:18]=1 |f:0.1|. Reported procedure: 1-(4-nitro benzamido)-3-(N-benzyl isopropylamino)-2-propanol hydrochloride, M. Pt. 163°-164° C, starting from 7.2 g (0.039 mole) of 4-nitro benzoyl chloride and 8.65 g (0.039 mole) of 1-amino-3-(N-benzyl isopropylamino)-2-propanol (yield 71%).